describe an organic reaction: reactants, conditions, products, and yield From a dataset of the Open Reaction Database (ORD), a public repository of structured organic reaction records. Starting materials: C(#N)C1=C(C=C(C=C1)N[C@@H](C(=O)N)CC(C)C)NC1=CC(=NO1)C ((R)-2-(4-cyano-3-(3-methylisoxazol-5-ylamino)phenylamino)-4-methylpentanamide), C(=O)([O-])[O-].[K+].[K+] (K2CO3), OO (H2O2). Solvent: CS(=O)C (DMSO). Run at time 5 minute. Yields the product NC([C@@H](CC(C)C)NC1=CC(=C(C(=O)N)C=C1)NC1=CC(=NO1)C)=O ((R)-4-(1-amino-4-methyl-1-oxopentan-2-ylamino)-2-(3-methylisoxazol-5-ylamino)benzamide). The yield is 4.7%. As a reaction SMILES: [C:1]([C:3]1[CH:8]=[CH:7][C:6]([NH:9][C@H:10]([CH2:14][CH:15]([CH3:17])[CH3:16])[C:11]([NH2:13])=[O:12])=[CH:5][C:4]=1[NH:18][C:19]1[O:23][N:22]=[C:21]([CH3:24])[CH:20]=1)#[N:2].C([O-])([O-])=[O:26].[K+].[K+].OO>CS(C)=O>[NH2:13][C:11](=[O:12])[C@H:10]([NH:9][C:6]1[CH:7]=[CH:8][C:3]([C:1]([NH2:2])=[O:26])=[C:4]([NH:18][C:19]2[O:23][N:22]=[C:21]([CH3:24])[CH:20]=2)[CH:5]=1)[CH2:14][CH:15]([CH3:17])[CH3:16] |f:1.2.3|. Procedure: To a solution of (R)-2-(4-cyano-3-(3-methylisoxazol-5-ylamino)phenylamino)-4-methylpentanamide (20 mg, 0.061 mmol) in DMSO (1 mL), K2CO3 (150 mg, 1.08 mmol) and H2O2 (50% aq., 0.800 mL) were added. After being stirred at 90 C for 5 min, the mixture was purified by HPLC to give the titled compound (1 mg). MS 346.3 (M+H); UV 202.2, 279.2 nm The reactants are BrC1=C2CCC(C(C2=C(C=C1)OC)C#N)C#N (5-Bromo-8-methoxy-1,2,3,4-tetrahydronaphthalene-1,2-dinitrile), CC(=O)[O-].[Na+] (NaOAc). The reagents and catalysts are [Pd].[O-]S(=O)(=O)[O-].[Ba+2] (Pd BaSO4). Run in CO (methanol). Product: COC=1C=CC=C2CCC(C(C12)C#N)C#N (8-methoxy-1,2,3,4-tetrahydronaphthalene-1,2-dinitrile). Yield: 85.1%. RXN SMILES: Br[C:2]1[CH:11]=[CH:10][C:9]([O:12][CH3:13])=[C:8]2[C:3]=1[CH2:4][CH2:5][CH:6]([C:16]#[N:17])[CH:7]2[C:14]#[N:15].CC([O-])=O.[Na+]>CO.[Pd].[O-]S([O-])(=O)=O.[Ba+2]>[CH3:13][O:12][C:9]1[CH:10]=[CH:11][CH:2]=[C:3]2[C:8]=1[CH:7]([C:14]#[N:15])[CH:6]([C:16]#[N:17])[CH2:5][CH2:4]2 |f:1.2,4.5.6|. Procedure details: The product from Example 53 (2.90 g) was treated with 3.0 g 10% Pd/BaSO4 and 1.36 g NaOAc in 250 ml methanol and hydrogenated at 4 atm for 4 h. The reaction was filtered and evaporated; and the product was dissolved in ethyl acetate, washed with 5% NaHCO3, dried (MgSO4), and evaporated to yield 1.80 g of the desired product as a colorless oil. NMR (CDCl3) δ 2.30 (m, 2H), 2.80-3.20 (m, 3H), 3.91 (s, 3H), 4.39 (d, 1/3H), 4.46 (d, 2/3H), 6.87 (m, 2H), 7.27 (m, 1H). Reactants: CS(=O)(=O)O, CO, CC1(C)CN(C2CC3(C)C(CCC4C3CCC3(C)C(C(=O)CO)CCC43)CC2O)CCO1. The product is CS(=O)(=O)[O-], CC1(C)CN(C2CC3(C)C(CCC4C3CCC3(C)C(C(=O)CO)CCC43)CC2O)CCO1. As a reaction SMILES: [CH3:1][S:2]([OH:3])(=[O:4])=[O:5].[CH3:38][OH:39].[OH:6][CH:7]1[CH2:8][CH:9]2[CH2:10][CH2:11][CH:12]3[CH:13]4[CH2:14][CH2:15][CH:16]([C:17]([CH2:18][OH:19])=[O:20])[C:21]4([CH3:37])[CH2:22][CH2:23][CH:24]3[C:25]2([CH3:36])[CH2:26][CH:27]1[N:28]1[CH2:29][C:30]([CH3:34])([CH3:35])[O:31][CH2:32][CH2:33]1>>[CH3:1][S:2](=[O:3])(=[O:4])[O-:5].[OH:6][CH:7]1[CH2:8][CH:9]2[CH2:10][CH2:11][CH:12]3[CH:13]4[CH2:14][CH2:15][CH:16]([C:17]([CH2:18][OH:19])=[O:20])[C:21]4([CH3:37])[CH2:22][CH2:23][CH:24]3[C:25]2([CH3:36])[CH2:26][CH:27]1[N:28]1[CH2:29][C:30]([CH3:34])([CH3:35])[O:31][CH2:32][CH2:33]1. Reactants: C(C)C=1SC(=C(N1)CP(OCC)(OCC)=O)C (diethyl [(2-ethyl-5-methyl-1,3-thiazol-4-yl)methyl]phosphonate), [H-].[Na+] (sodium hydride), O (Water), COCOC1=NN(C=C1C=O)C1=C(C=CC=C1)C (3-(Methoxymethoxy)-1-(2-methylphenyl)-1H-pyrazole-4-carbaldehyde). Solvent: O1CCCC1 (tetrahydrofuran). Conditions: time 30 minute. Product: C(C)C=1SC=C(N1)\C=C\C=1C(=NN(C1)C1=C(C=CC=C1)C)OCOC (2-ethyl-4-{(E)-2-[3-(methoxymethoxy)-1-(2-methylphenyl)-1H-pyrazol-4-yl]ethenyl}-1,3-thiazole). Yield: 56.7%. As a reaction SMILES: [CH2:1]([C:3]1[S:4][C:5](C)=[C:6]([CH2:8]P(=O)(OCC)OCC)[N:7]=1)[CH3:2].[H-].[Na+].[CH3:20][O:21][CH2:22][O:23][C:24]1[C:28]([CH:29]=O)=[CH:27][N:26]([C:31]2[CH:36]=[CH:35][CH:34]=[CH:33][C:32]=2[CH3:37])[N:25]=1.O>O1CCCC1>[CH2:1]([C:3]1[S:4][CH:5]=[C:6](/[CH:8]=[CH:29]/[C:28]2[C:24]([O:23][CH2:22][O:21][CH3:20])=[N:25][N:26]([C:31]3[CH:36]=[CH:35][CH:34]=[CH:33][C:32]=3[CH3:37])[CH:27]=2)[N:7]=1)[CH3:2] |f:1.2|. Reported procedure: To a solution of diethyl [(2-ethyl-5-methyl-1,3-thiazol-4-yl)methyl]phosphonate (1.26 g) in tetrahydrofuran (40 mL) was added sodium hydride (60% in oil, 0.192 g) at room temperature, and the mixture was stirred for 30 min. 3-(Methoxymethoxy)-1-(2-methylphenyl)-1H-pyrazole-4-carbaldehyde (0.99 g) was added to the reaction mixture, and the mixture was heated under reflux for 1.5 hrs. Water was poured into the reaction mixture, and the mixture was extracted with ethyl acetate. The ethyl acetate la... Starting materials: [BH4-], CCOC(=O)C=C(C)Br, CCOC(=O)C=C(C)C=O, [Na+], BrP(Br)Br, CCOP(OCC)OCC. Reaction SMILES: [BH4-:11].[Br:17][C:18]([CH3:19])=[CH:20][C:21]([O:22][CH2:23][CH3:24])=[O:25].[CH:1](=[O:2])[C:3](=[CH:4][C:5](=[O:6])[O:7][CH2:8][CH3:9])[CH3:10].[Na+:12].[P:13]([Br:14])([Br:15])[Br:16].[P:26]([O:27][CH2:28][CH3:29])([O:30][CH2:31][CH3:32])[O:33][CH2:34][CH3:35]>>[CH2:1]([C:3](=[CH:4][C:5](=[O:6])[O:7][CH2:8][CH3:9])[CH3:10])[P:26]([O:27][CH2:28][CH3:29])([O:30][CH2:31][CH3:32])=[O:33]. Product: CCOC(=O)C=C(C)CP(=O)(OCC)OCC. Procedure: After replacing inner atmosphere of a four-necked flask equipped with a stirring device and a thermometer with nitrogen gas, the flask was charged with 1.26 g (5 mmol) of 2-(4-bromophenyl)-5-hydroxy-pyrimidine, 0.01 g (0.008 mmol) of tetrakis-triphenylphosphine-palladium, 0.6 g (15 mmol) of sodium hydroxide and 20 ml of tetrahydrofuran. Then, 19.5 ml of a solution prepared by dissolving 7.5 mmol of E-1-nonenylcatecholborane, prepared in the same manner as in Example 2, in tetrahydrofuran was dro... Product: C(=CCCCCCCCC)C1=CC=C(C=C1)C1=NC=C(C=N1)O (2-{4-(1-decenyl)-phenyl}-5-hydroxypyrimidine). RXN SMILES: Br[C:2]1[CH:7]=[CH:6][C:5]([C:8]2[N:13]=[CH:12][C:11]([OH:14])=[CH:10][N:9]=2)=[CH:4][CH:3]=1.[OH-].[Na+].O1[CH2:21][CH2:20][CH2:19][CH2:18]1>>[CH:18]([C:2]1[CH:7]=[CH:6][C:5]([C:8]2[N:13]=[CH:12][C:11]([OH:14])=[CH:10][N:9]=2)=[CH:4][CH:3]=1)=[CH:19][CH2:20][CH2:21][CH2:6][CH2:7][CH2:2][CH2:3][CH2:4][CH3:5] |f:1.2|. Conditions: time 7 hour. Reactants: solution, BrC1=CC=C(C=C1)C1=NC=C(C=N1)O (2-(4-bromophenyl)-5-hydroxy-pyrimidine), tetrakis-triphenylphosphine palladium, [OH-].[Na+] (sodium hydroxide), O1CCCC1 (tetrahydrofuran), O1CCCC1 (tetrahydrofuran). The yield is 75.0%. Starting materials: C(=O)([O-])[O-].[Na+].[Na+] (Na2CO3), ClC=1C=CC=2N(N1)C(=CN2)C2=NC1=CC=CC=C1C=C2 ((6-Chloro-imidazo[1,2-b]pyridazin-3-yl)-quinoline), C(N)(=O)C1=C(C=C(C=C1)B(O)O)Cl (4-carbamoyl-3-chlorophenyboronic acid), COCCOC (DME). Reagents/catalysts: [Pd].C1(=CC=CC=C1)P(C1=CC=CC=C1)C1=CC=CC=C1.C1(=CC=CC=C1)P(C1=CC=CC=C1)C1=CC=CC=C1.C1(=CC=CC=C1)P(C1=CC=CC=C1)C1=CC=CC=C1.C1(=CC=CC=C1)P(C1=CC=CC=C1)C1=CC=CC=C1 (tetrakis-(triphenylphosphine)-palladium). Run in C(Cl)Cl (DCM), CN(C)C=O (DMF). Reaction conditions: temperature 90 celsius. Yields the product ClC1=C(C(=O)N)C=CC(=C1)C=1C=CC=2N(N1)C(=CN2)CC=2C=C1C=CC=NC1=CC2 (2-Chloro-4-(3-quinolin-6-ylmethyl-imidazo[1,2-b]pyridazin-6-yl)-benzamide). Reaction SMILES: Cl[C:2]1[CH:3]=[CH:4][C:5]2[N:6]([C:8]([C:11]3[CH:20]=[CH:19][C:18]4[C:13](=[CH:14][CH:15]=[CH:16][CH:17]=4)[N:12]=3)=[CH:9][N:10]=2)[N:7]=1.[C:21]([C:24]1[CH:29]=[CH:28][C:27](B(O)O)=[CH:26][C:25]=1[Cl:33])(=[O:23])[NH2:22].[CH3:34]OCCOC.C([O-])([O-])=O.[Na+].[Na+]>C(Cl)Cl.[Pd].C1(P(C2C=CC=CC=2)C2C=CC=CC=2)C=CC=CC=1.C1(P(C2C=CC=CC=2)C2C=CC=CC=2)C=CC=CC=1.C1(P(C2C=CC=CC=2)C2C=CC=CC=2)C=CC=CC=1.C1(P(C2C=CC=CC=2)C2C=CC=CC=2)C=CC=CC=1.CN(C=O)C>[Cl:33][C:25]1[CH:26]=[C:27]([C:2]2[CH:3]=[CH:4][C:5]3[N:6]([C:8]([CH2:11][C:20]4[CH:19]=[C:18]5[C:13](=[CH:14][CH:15]=4)[N:12]=[CH:34][CH:16]=[CH:17]5)=[CH:9][N:10]=3)[N:7]=2)[CH:28]=[CH:29][C:24]=1[C:21]([NH2:22])=[O:23] |f:3.4.5,7.8.9.10.11|. Reported procedure: A microwave tube was charged with (6-chloro-imidazo[1,2-b]pyridazin-3-yl)-quinoline (Example 14, 150 mg, 0.509 mmol), 4-carbamoyl-3-chlorophenyboronic acid (304 mg, 1.527 mmol), DME (1.6 mL) and DMF (250 μL). 2 M Na2CO3 (763 μL, 1.527 mmol) was then added, followed by tetrakis-(triphenylphosphine)-palladium (21 mg, 0.025 mmol). The RM was heated at 90° C. for 24 h. The cool reaction mixture was poured in DCM, filtered through a Celite pad and washed with water. The organic layer was dried over N... Reactants: S(=O)(=O)([O-])[O-].[Mg+2] (Magnesium sulfate), C([O-])([O-])=O.[K+].[K+] (potassium carbonate), C(C)O (ethanol), O.Cl.Cl.C(C)NNCC (diethyl hydrazine dihydrochloride monohydrate), 1.92, CN(CC(CN(C)C)[N+](=O)[O-])C (1,3-bis-dimethylamino-2-nitropropane). The solvent is C(C)OCC (Diethyl ether). Run at time 2.5 hour. The product is [N+](=O)([O-])C1CN(N(C1)CC)CC (4-Nitro-1,2-diethyl-pyrazolidine). RXN SMILES: C(=O)([O-])[O-].[K+].[K+].O.Cl.Cl.[CH2:10](NNCC)C.[CH3:16][N:17](C)[CH2:18][CH:19]([N+:24]([O-:26])=[O:25])[CH2:20][N:21](C)C.S([O-])([O-])(=O)=O.[Mg+2].[CH2:34](O)[CH3:35]>C(OCC)C>[N+:24]([CH:19]1[CH2:18][N:17]([CH2:16][CH3:10])[N:21]([CH2:34][CH3:35])[CH2:20]1)([O-:26])=[O:25] |f:0.1.2,3.4.5.6,8.9|. Procedure details: To a suspension of 3 g. (0.022 moles) potassium carbonate in 20 ml ethanol in an ice bath was added 1.8 g. (0.011 moles) diethyl hydrazine dihydrochloride monohydrate with stirring for about 5 min. To this was added 1.92 (0.011 moles) of 1,3-bis-dimethylamino-2-nitropropane and stirring continued at room temperature for 2.5 hr. The alcoholic solution was decanted from the solid and evaporated to give a dark oil. Diethyl ether was added to give a suspension. Magnesium sulfate was added and the li...